This data is from the Open Reaction Database (ORD), a public repository of structured organic reaction records. The task is: describe an organic reaction: reactants, conditions, products, and yield Starting materials: ClC1=CC=C(S1)C(=O)O (5-chloro-2-thiophene carboxylic acid), C(CCCCCCCCCCCCC)O (1-tetradecanol), [H-].[Na+] (sodium hydride), C(C)(=O)O (acetic acid), C=1(C(=CC=CC1)C)C (xylene). Reaction conditions: time 2 hour. Yields the product CCCCC(CCCCCCCCC)OC1(SC=CC1)C(=O)O (2-(5-tetradecyloxy)thiophene carboxylic acid). As a reaction SMILES: [CH2:1](O)[CH2:2][CH2:3][CH2:4][CH2:5][CH2:6][CH2:7][CH2:8][CH2:9][CH2:10][CH2:11][CH2:12][CH2:13][CH3:14].[H-].[Na+].C1(C)C(C)=CC=CC=1.Cl[C:27]1[S:31][C:30]([C:32]([OH:34])=[O:33])=[CH:29][CH:28]=1.C(O)(=[O:37])C>>[CH3:1][CH2:2][CH2:3][CH2:4][CH:5]([O:37][C:30]1([C:32]([OH:34])=[O:33])[CH2:29][CH:28]=[CH:27][S:31]1)[CH2:6][CH2:7][CH2:8][CH2:9][CH2:10][CH2:11][CH2:12][CH2:13][CH3:14] |f:1.2|. Procedure details: A mixture of 214 g (1.0 mole) of 1-tetradecanol, 59 g (1.46 mole) of sodium hydride (59.5% in oil) and 3 l. of dried xylene is heated to reflux with stirring for two hours, then allowed to cool after which 75 g (0.46 mole) of 5-chloro-2-thiophene carboxylic acid is added. The mixture is refluxed for 64 hours after which it is cooled and poured into a waterice mixture, acidified with acetic acid and extracted with the addition of ether. The ether is evaporated, and the xylene layer extracted five...